This data is from the Open Reaction Database (ORD), a public repository of structured organic reaction records. The task is: describe an organic reaction: reactants, conditions, products, and yield RXN SMILES: [C:18](=[O:19])([O-:20])[O-:21].[CH2:1]([CH3:2])[O:3][C:4]([CH2:5][NH:6][S:7](=[O:8])(=[O:9])[c:10]1[cH:11][cH:12][c:13]([F:16])[cH:14][cH:15]1)=[O:17].[I:24][CH3:25].[K+:22].[K+:23].[O:26]=[CH:27][N:28]([CH3:29])[CH3:30].[OH2:31]>>[CH2:1]([CH3:2])[O:3][C:4]([CH2:5][N:6]([S:7](=[O:8])(=[O:9])[c:10]1[cH:11][cH:12][c:13]([F:16])[cH:14][cH:15]1)[CH3:18])=[O:17]. Yields the product CCOC(=O)CN(C)S(=O)(=O)c1ccc(F)cc1. The reactants are O=C([O-])[O-], CCOC(=O)CNS(=O)(=O)c1ccc(F)cc1, CI, [K+], [K+], CN(C)C=O, O. Reactants: CO, Cc1ccc2c(c1)C(C(=O)O)c1cc(O)c3cc(C)ccc3c1-2, O=S(=O)(O)O. The product is COC(=O)C1c2cc(C)ccc2-c2c1cc(O)c1cc(C)ccc21. As a reaction SMILES: [CH3:29][OH:30].[OH:1][c:2]1[cH:3][c:4]2[c:12]([c:13]3[c:14]1[cH:15][c:16]([CH3:19])[cH:17][cH:18]3)-[c:11]1[c:6]([cH:7][c:8]([CH3:20])[cH:9][cH:10]1)[CH:5]2[C:21](=[O:22])[OH:23].[S:24](=[O:25])(=[O:26])([OH:27])[OH:28]>>[OH:1][c:2]1[cH:3][c:4]2[c:12]([c:13]3[c:14]1[cH:15][c:16]([CH3:19])[cH:17][cH:18]3)-[c:11]1[c:6]([cH:7][c:8]([CH3:20])[cH:9][cH:10]1)[CH:5]2[C:21](=[O:22])[O:23][CH3:29]. RXN SMILES: [C:1]([N:5]1[CH2:10][CH2:9][O:8][CH:7]([CH:11]=O)[CH2:6]1)([CH3:4])([CH3:3])[CH3:2].[Cl:13][C:14]1[CH:15]=[C:16]([NH:21][C:22]([N:24]2[CH2:29][CH2:28][NH:27][CH2:26][CH2:25]2)=[O:23])[CH:17]=[CH:18][C:19]=1[Cl:20].C(O[BH-](OC(=O)C)OC(=O)C)(=O)C.[Na+]>ClCCl>[C:1]([N:5]1[CH2:10][CH2:9][O:8][CH:7]([CH2:11][N:27]2[CH2:26][CH2:25][N:24]([C:22]([NH:21][C:16]3[CH:17]=[CH:18][C:19]([Cl:20])=[C:14]([Cl:13])[CH:15]=3)=[O:23])[CH2:29][CH2:28]2)[CH2:6]1)([CH3:2])([CH3:3])[CH3:4] |f:2.3|. Yield: 19.4%. The solvent is ClCCl (dichloromethane). Reported procedure: A solution of 4-tert-butylmorpholine-2-carbaldehyde (154 mg) and N-(3,4-dichlorophenyl)piperazine-1-carboxamide (247 mg) in dichloromethane (20 mL) was stirred at room temperature under argon. Sodium triacetoxyborohydride (381 mg) was added and the mixture was stirred overnight. The reaction was quenched with water and partitioned between water and dichloromethane. The organic layer was washed with saturated aqueous sodium hydrogen carbonate and then brine, dried (Na2SO4), filtered and concentra... Reaction conditions: time 8 hour. The reactants are C(C)(C)(C)N1CC(OCC1)C=O (4-tert-butylmorpholine-2-carbaldehyde), ClC=1C=C(C=CC1Cl)NC(=O)N1CCNCC1 (N-(3,4-dichlorophenyl)piperazine-1-carboxamide), C(C)(=O)O[BH-](OC(C)=O)OC(C)=O.[Na+] (Sodium triacetoxyborohydride). The product is C(C)(C)(C)N1CC(OCC1)CN1CCN(CC1)C(=O)NC1=CC(=C(C=C1)Cl)Cl (4-[(4-tert-Butylmorpholin-2-yl)methyl]-N-(3,4-dichlorophenyl)piperazine-1-carboxamide). Reactants: S(=O)(=O)(C(F)(F)F)OS(=O)(=O)C(F)(F)F (Triflic anhydride), CC1=NC(=NO1)C1=CC(=C(C=C1)O)CC=C (5-methyl-3-(3-allyl-4-hydroxyphenyl)1,2,4-oxadiazole). Run in N1=CC=CC=C1 (pyridine), Cl (hydrochloric acid). Conditions: time 45 minute. Yields the product CC1=NC(=NO1)C1=CC(=C(C=C1)OS(=O)(=O)C(F)(F)F)CC=C (5-methyl-3-(3-allyl-4-trifluoromethylsulphonyloxyphenyl)-1,2,4-oxadiazole). As a reaction SMILES: [S:1]([O:8]S(C(F)(F)F)(=O)=O)([C:4]([F:7])([F:6])[F:5])(=[O:3])=[O:2].[CH3:16][C:17]1[O:21][N:20]=[C:19]([C:22]2[CH:27]=[CH:26][C:25](O)=[C:24]([CH2:29][CH:30]=[CH2:31])[CH:23]=2)[N:18]=1>N1C=CC=CC=1.Cl>[CH3:16][C:17]1[O:21][N:20]=[C:19]([C:22]2[CH:27]=[CH:26][C:25]([O:8][S:1]([C:4]([F:7])([F:6])[F:5])(=[O:3])=[O:2])=[C:24]([CH2:29][CH:30]=[CH2:31])[CH:23]=2)[N:18]=1. Procedure details: Triflic anhydride (1.4 ml) was added dropwise to a stirred solution of 5-methyl-3-(3-allyl-4-hydroxyphenyl)1,2,4-oxadiazole (1.2 g) in pyridine (10 ml) cooled in an ice-bath. The mixture was stirred for 45 minutes. The mixture was diluted with 1M aqueous hydrochloric acid (200 ml) and extracted with ethyl acetate (200 ml). The organic extract was washed with 1M aqueous hydrochloric acid, aqueous sodium bicarbonate solution, and brine, then dried (MgSO4), and evaporated to give 5-methyl-3-(3-ally... The reactants are acyloxyalkyl carbamates, N[C@H](CO)C(=O)O (D-serine), C(C1=CC=CC=C1)(=O)OCCOC(=O)ON1C(CCC1=O)=O ((2,5-dioxoazolidinyloxycarbonyloxy)ethyl benzoate). Yields the product OC[C@H](C(=O)O)NC(=O)OCCOC(=O)C1=CC=CC=C1 ((2R)-3-Hydroxy-2-[(phenylcarbonyloxyethoxy)carbonylamino]propanoic Acid). The yield is 69.0%. As a reaction SMILES: [NH2:1][C@@H:2]([C:5]([OH:7])=[O:6])[CH2:3][OH:4].[C:8]([O:16][CH2:17][CH2:18][O:19][C:20](ON1C(=O)CCC1=O)=[O:21])(=[O:15])[C:9]1[CH:14]=[CH:13][CH:12]=[CH:11][CH:10]=1>>[OH:4][CH2:3][C@@H:2]([NH:1][C:20]([O:19][CH2:18][CH2:17][O:16][C:8]([C:9]1[CH:14]=[CH:13][CH:12]=[CH:11][CH:10]=1)=[O:15])=[O:21])[C:5]([OH:7])=[O:6]. Procedure: Following the general procedure for the synthesis of acyloxyalkyl carbamates, D-serine (252 mg, 2.4 mmol) and (2,5-dioxoazolidinyloxycarbonyloxy)ethyl benzoate (614 mg, 2.0 mmol) were reacted to provide 410 mg (69% yield) the title compound (28) as a white powder after work-up and mass-guided preparative HPLC purification. 1H NMR (CDCl3, 400 MHz): δ=8.00 (m, 2H), 7.55 (m, 1H), 7.40 (m, 2H), 7.01 (m, 1H), 6.59 (br s, 1H), 6.21 (m, 1H), 4.39 (m, 1H), 4.02 (m, 1H), 3.86 (m, 1H), 1.60 (2d, 3H). MS (...